Dataset: the Open Reaction Database (ORD), a public repository of structured organic reaction records. Task: describe an organic reaction: reactants, conditions, products, and yield Reactants: O=C([O-])[O-], CS(N)(=O)=O, CN1CCCC1=O, [Cs+], [Cs+], Nc1ccc(-c2cc(-c3cccnc3F)nc(N3CCOCC3)n2)cn1. Yields the product CS(=O)(=O)Nc1ncccc1-c1cc(-c2ccc(N)nc2)nc(N2CCOCC2)n1. Reaction SMILES: [C:32](=[O:33])([O-:34])[O-:35].[CH3:27][S:28](=[O:29])(=[O:30])[NH2:31].[CH3:38][N:39]1[CH2:40][CH2:41][CH2:42][C:43]1=[O:44].[Cs+:36].[Cs+:37].[F:1][c:2]1[n:3][cH:4][cH:5][cH:6][c:7]1-[c:8]1[cH:9][c:10](-[c:20]2[cH:21][cH:22][c:23]([NH2:26])[n:24][cH:25]2)[n:11][c:12]([N:14]2[CH2:15][CH2:16][O:17][CH2:18][CH2:19]2)[n:13]1>>[c:2]1([NH:31][S:28]([CH3:27])(=[O:29])=[O:30])[n:3][cH:4][cH:5][cH:6][c:7]1-[c:8]1[cH:9][c:10](-[c:20]2[cH:21][cH:22][c:23]([NH2:26])[n:24][cH:25]2)[n:11][c:12]([N:14]2[CH2:15][CH2:16][O:17][CH2:18][CH2:19]2)[n:13]1. The reactants are FC(C1=CC2=CN(N=C2C(=C1)C(C)O)COCC[Si](C)(C)C)(F)F ((±)-1-(5-(trifluoromethyl)-2-((2-(trimethylsilyl)ethoxy)methyl)-2H-indazol-7-yl)ethanol), ClC(C#N)(Cl)Cl (trichloroacetonitrile), N12CCCCCC2=NCCC1 (1,8-diazabicyclo[5.4.0]undec-7-ene). Solvent: ClCCl (dichloromethane). Conditions: time 4 hour. Yields the product ClC(C(OC(C)C1=CC(=CC2=CN(N=C12)COCC[Si](C)(C)C)C(F)(F)F)=N)(Cl)Cl ((±)-1-(5-(Trifluoromethyl)-2-((2-(trimethylsilyl)ethoxy)methyl)-2H-indazol-7-yl)ethyl 2,2,2-trichloroacetimidate). RXN SMILES: [F:1][C:2]([F:24])([F:23])[C:3]1[CH:11]=[C:10]([CH:12]([OH:14])[CH3:13])[C:9]2[C:5](=[CH:6][N:7]([CH2:15][O:16][CH2:17][CH2:18][Si:19]([CH3:22])([CH3:21])[CH3:20])[N:8]=2)[CH:4]=1.[Cl:25][C:26]([Cl:30])([Cl:29])[C:27]#[N:28].N12CCCN=C1CCCCC2>ClCCl>[Cl:25][C:26]([Cl:30])([Cl:29])[C:27](=[NH:28])[O:14][CH:12]([C:10]1[C:9]2[C:5](=[CH:6][N:7]([CH2:15][O:16][CH2:17][CH2:18][Si:19]([CH3:20])([CH3:22])[CH3:21])[N:8]=2)[CH:4]=[C:3]([C:2]([F:1])([F:23])[F:24])[CH:11]=1)[CH3:13]. Procedure: To a solution of (±)-1-(5-(trifluoromethyl)-2-((2-(trimethylsilyl)ethoxy)methyl)-2H-indazol-7-yl)ethanol (2.5 g, 6.94 mmol) and trichloroacetonitrile (6.95 mL, 69.4 mmol) in dichloromethane (50 mL) at room temperature was added 1,8-diazabicyclo[5.4.0]undec-7-ene (0.1 mL, 0.66 mmol). After stirring for 4 h, the reaction was concentrated and purified by column chromatography (12% EtOAc/Hex+0.1% Et3N) to give 3.1 g, (89%) as a white powder. 1H-NMR (CDCl3, 500 MHz) δ 8.33 (s, 1H), 8.22 (s, 1H), 7.95... Starting materials: CN(C)P(=O)(N(C)C)N(C)C, Cc1ccccc1, CI, [Na+], O=C([O-])C1(Nc2ccccc2)CCN(Cc2ccccc2)CC1. The product is COC(=O)C1(Nc2ccccc2)CCN(Cc2ccccc2)CC1. Reaction SMILES: [CH3:25][N:26]([CH3:27])[P:28](=[O:29])([N:30]([CH3:31])[CH3:32])[N:33]([CH3:34])[CH3:35].[CH3:38][c:39]1[cH:40][cH:41][cH:42][cH:43][cH:44]1.[I:36][CH3:37].[Na+:24].[c:1]1([NH:7][C:8]2([C:21](=[O:22])[O-:23])[CH2:9][CH2:10][N:11]([CH2:14][c:15]3[cH:16][cH:17][cH:18][cH:19][cH:20]3)[CH2:12][CH2:13]2)[cH:2][cH:3][cH:4][cH:5][cH:6]1>>[c:1]1([NH:7][C:8]2([C:21](=[O:22])[O:23][CH3:25])[CH2:9][CH2:10][N:11]([CH2:14][c:15]3[cH:16][cH:17][cH:18][cH:19][cH:20]3)[CH2:12][CH2:13]2)[cH:2][cH:3][cH:4][cH:5][cH:6]1. The reactants are NC=1N=C2N(C(C1[N+](=O)[O-])=O)N=C(S2)C2=CC=C(C=C2)C(C)(C)C (7-amino-2-(4-tert-butylphenyl)-6-nitro-5H-[1,3,4] thiadiazolo[3,2-a]pyrimidin-5-one), C(C)(=O)O (acetic acid). The reagents and catalysts are [C].[Pd] (palladium-carbon). Run in CN(C=O)C (dimethylformamide). Yields the product NC1=C(N=C2N(C1=O)N=C(S2)C2=CC=C(C=C2)C(C)(C)C)N (6,7-diamino-2-(4-tert-butylphenyl)-5H-[1,3,4]thiadiazolo[3,2-a]pyrimidin-5-one). Yield: 79.6%. As a reaction SMILES: [NH2:1][C:2]1[N:3]=[C:4]2[S:14][C:13]([C:15]3[CH:20]=[CH:19][C:18]([C:21]([CH3:24])([CH3:23])[CH3:22])=[CH:17][CH:16]=3)=[N:12][N:5]2[C:6](=[O:11])[C:7]=1[N+:8]([O-])=O.C(O)(=O)C>CN(C)C=O.[C].[Pd]>[NH2:8][C:7]1[C:6](=[O:11])[N:5]2[N:12]=[C:13]([C:15]3[CH:16]=[CH:17][C:18]([C:21]([CH3:23])([CH3:22])[CH3:24])=[CH:19][CH:20]=3)[S:14][C:4]2=[N:3][C:2]=1[NH2:1] |f:3.4|. Procedure: 2.75 g of 7-amino-2-(4-tert-butylphenyl)-6-nitro-5H-[1,3,4] thiadiazolo[3,2-a]pyrimidin-5-one was dissolved in 200 ml of warmed dimethylformamide, and 20 ml of acetic acid and 2.0 g of 5% palladium-carbon were added to the solution. Catalytic reduction was carried out at a temperature of 40° to 60° C. After the calculated amount of hydrogen was absorbed, the catalyst was removed by filtration while hot, and the filtrate was concentrated under reduced pressure. The precipitate formed was separate... The reactants are C1(=CC=CC2=CC=CC=C12)CN1C2=CC=CC(=C2C=2C(=CC=CC12)OCC(=O)OC)C(N)=O ({9-[(1-naphthyl)methyl]-5-carbamoylcarbazol-4-yl}oxyacetic acid, methyl ester), [OH-].[Na+] (NaOH). Solvent: C(C)O (ethanol). The product is C1(=CC=CC2=CC=CC=C12)CN1C2=CC=CC(=C2C=2C(=CC=CC12)OCC(=O)O)C(N)=O ({9-[(1-naphthyl)methyl]-5-carbamoylcarbazol-4-yl}oxyacetic acid). Isolated yield 83.6%. As a reaction SMILES: [C:1]1([CH2:11][N:12]2[C:24]3[CH:23]=[CH:22][CH:21]=[C:20]([O:25][CH2:26][C:27]([O:29]C)=[O:28])[C:19]=3[C:18]3[C:13]2=[CH:14][CH:15]=[CH:16][C:17]=3[C:31](=[O:33])[NH2:32])[C:10]2[C:5](=[CH:6][CH:7]=[CH:8][CH:9]=2)[CH:4]=[CH:3][CH:2]=1.[OH-].[Na+]>C(O)C>[C:1]1([CH2:11][N:12]2[C:24]3[CH:23]=[CH:22][CH:21]=[C:20]([O:25][CH2:26][C:27]([OH:29])=[O:28])[C:19]=3[C:18]3[C:13]2=[CH:14][CH:15]=[CH:16][C:17]=3[C:31](=[O:33])[NH2:32])[C:10]2[C:5](=[CH:6][CH:7]=[CH:8][CH:9]=2)[CH:4]=[CH:3][CH:2]=1 |f:1.2|. Reported procedure: A solution of the {9-[(1-naphthyl)methyl]-5-carbamoylcarbazol-4-yl}oxyacetic acid, methyl ester (21 mg, 0.048 mM) and 0.05 mL (0.05 mM) of 1 N NaOH in 5 mL of ethanol was stirred for 20 hours at 25° C. The resultant white precipitate was collected by filtration, washed with a small amount of EtOH, then dried in vacuo to afford 17 mg (80%) of the {9-[(1-naphthyl)methyl]-5-carbamoylcarbazol-4-yl}oxyacetic acid, sodium salt as a white powder. 1H NMR (DMSO-d6) δ8.4 (d, 1H, J=8 Hz), 8.05 (d, 1H, J=8 ...